From a dataset of the Open Reaction Database (ORD), a public repository of structured organic reaction records. describe an organic reaction: reactants, conditions, products, and yield Yields the product O=C1N(C(C2=CC=CC=C12)=O)CCN1[C@@H](CN(C[C@@H]1C)C(=O)OC(C)(C)C)C (tert-butyl (cis)-4-[2-(1,3-dioxo-1,3-dihydro-2H-isoindol-2-yl)ethyl]-3,5-dimethyl-1-piperazinecarboxylate). Conditions: time 5 minute. Yield: 20.2%. The reactants are [I-].[Na+] (Sodium iodide), C([O-])([O-])=O.[K+].[K+] (Potassium carbonate), C[C@@H]1CN(C[C@@H](N1)C)C(=O)OC(C)(C)C (tert-butyl (cis)-3,5-dimethyl-1-piperazinecarboxylate), BrCCN1C(C=2C(C1=O)=CC=CC2)=O (N(2-bromoethyl) phthalimide). RXN SMILES: C(=O)([O-])[O-].[K+].[K+].[CH3:7][C@H:8]1[NH:13][C@@H:12]([CH3:14])[CH2:11][N:10]([C:15]([O:17][C:18]([CH3:21])([CH3:20])[CH3:19])=[O:16])[CH2:9]1.Br[CH2:23][CH2:24][N:25]1[C:29](=[O:30])[C:28]2=[CH:31][CH:32]=[CH:33][CH:34]=[C:27]2[C:26]1=[O:35].[I-].[Na+]>>[O:35]=[C:26]1[C:27]2[C:28](=[CH:31][CH:32]=[CH:33][CH:34]=2)[C:29](=[O:30])[N:25]1[CH2:24][CH2:23][N:13]1[C@@H:8]([CH3:7])[CH2:9][N:10]([C:15]([O:17][C:18]([CH3:19])([CH3:21])[CH3:20])=[O:16])[CH2:11][C@H:12]1[CH3:14] |f:0.1.2,5.6|. Reported procedure: Potassium carbonate (1.79 g) was added to a solution of tert-butyl (cis)-3,5-dimethyl-1-piperazinecarboxylate (2.57 g) [see Preparation 5] in acetronitrile (10 ml). The reaction mixture was stirred at room temperature for 5 minutes, after which time N(2-bromoethyl) phthalimide (3.36 g) was added and the mixture was stirred for a further 4 hours. Sodium iodide (0.1 g) was added and the reaction mixture was heated to reflux for 18 hours. The mixture was then cooled and the solvent removed under re... Starting materials: O=C1CCN(C(=O)OCc2ccccc2)CCN1CCCC(=O)N1CCC2(CC2)C(O)C1, CO, [H][H]. Yields the product O=C1CCNCCN1CCCC(=O)N1CCC2(CC2)C(O)C1. Reaction SMILES: [CH2:1]([O:2][C:3](=[O:4])[N:11]1[CH2:12][CH2:13][N:14]([CH2:19][CH2:20][CH2:21][C:22](=[O:23])[N:24]2[CH2:25][CH:26]([OH:32])[C:27]3([CH2:28][CH2:29]3)[CH2:30][CH2:31]2)[C:15](=[O:18])[CH2:16][CH2:17]1)[c:5]1[cH:6][cH:7][cH:8][cH:9][cH:10]1.[CH3:35][OH:36].[H:33][H:34]>>[NH:11]1[CH2:12][CH2:13][N:14]([CH2:19][CH2:20][CH2:21][C:22](=[O:23])[N:24]2[CH2:25][CH:26]([OH:32])[C:27]3([CH2:28][CH2:29]3)[CH2:30][CH2:31]2)[C:15](=[O:18])[CH2:16][CH2:17]1. Starting materials: N1=C(Cl)N=C(Cl)N=C1Cl (cyanuric chloride), NC1=CC=C(C(=O)OCCCCCCCCCCCC)C=C1 (dodecyl p-aminobenzoate), Cl (HCl). Run in C=1(C(=CC=CC1)C)C (xylene). Conditions: temperature 80 celsius, time 8 hour. Yields the product C(CCCCCCCCCCC)OC(=O)C1=CC=C(NN2CN(CN(C2)NC2=CC=C(C=C2)C(=O)OCCCCCCCCCCCC)NC2=CC=C(C=C2)C(=O)OCCCCCCCCCCCC)C=C1 (1,3,5-Tris-(p-(dodec-1-yloxycarbonyl)-anilino)-s-triazine). As a reaction SMILES: [N:1]1[C:8](Cl)=[N:7][C:5](Cl)=[N:4][C:2]=1Cl.[NH2:10][C:11]1[CH:31]=[CH:30][C:14]([C:15]([O:17][CH2:18][CH2:19][CH2:20][CH2:21][CH2:22][CH2:23][CH2:24][CH2:25][CH2:26][CH2:27][CH2:28][CH3:29])=[O:16])=[CH:13][CH:12]=1.Cl>C1(C)C(C)=CC=CC=1>[CH2:18]([O:17][C:15]([C:14]1[CH:13]=[CH:12][C:11]([NH:10][N:1]2[CH2:8][N:7]([NH:10][C:11]3[CH:31]=[CH:30][C:14]([C:15]([O:17][CH2:18][CH2:19][CH2:20][CH2:21][CH2:22][CH2:23][CH2:24][CH2:25][CH2:26][CH2:27][CH2:28][CH3:29])=[O:16])=[CH:13][CH:12]=3)[CH2:5][N:4]([NH:10][C:11]3[CH:12]=[CH:13][C:14]([C:15]([O:17][CH2:18][CH2:19][CH2:20][CH2:21][CH2:22][CH2:23][CH2:24][CH2:25][CH2:26][CH2:27][CH2:28][CH3:29])=[O:16])=[CH:30][CH:31]=3)[CH2:2]2)=[CH:31][CH:30]=1)=[O:16])[CH2:19][CH2:20][CH2:21][CH2:22][CH2:23][CH2:24][CH2:25][CH2:26][CH2:27][CH2:28][CH3:29]. Procedure details: 18.5 g of cyanuric chloride and 92 g of dodecyl p-aminobenzoate in 1,000 ml of xylene were heated at 140° C. until HCl gas was no longer evolved. After 8 hours, the reaction solution was cooled to 80° C., washed twice with saturated sodium bicarbonate solution and once with water, and then cooled to room temperature. The precipitated crystals were filtered off under suction and dried. Reactants: COC1=C(O)C=CC(=C1)O (2-methoxyhydroquinone), C[O-].[Na+] (sodium methoxide), CO (methanol), BrCCCC(C(=O)OC)(C)C (methyl 5-bromo-2,2-dimethylpentanoate). The product is COC1=C(C=CC(=C1)OCCCC(C(=O)OC)(C)C)OCCCC(C(=O)OC)(C)C (dimethyl 5,5'-[(2-methoxy-1,4-phenylene)bis(oxy)]bis[2,2-dimethylpentanoate]). Reaction SMILES: [CH3:1][O:2][C:3]1[CH:9]=[C:8]([OH:10])[CH:7]=[CH:6][C:4]=1[OH:5].[CH3:11][O-:12].[Na+].Br[CH2:15][CH2:16][CH2:17][C:18]([CH3:24])([CH3:23])[C:19]([O:21][CH3:22])=[O:20].[CH3:25][OH:26]>>[CH3:1][O:2][C:3]1[CH:9]=[C:8]([O:10][CH2:15][CH2:16][CH2:17][C:18]([CH3:24])([CH3:23])[C:19]([O:21][CH3:22])=[O:20])[CH:7]=[CH:6][C:4]=1[O:5][CH2:15][CH2:16][CH2:17][C:18]([CH3:23])([CH3:19])[C:11]([O:26][CH3:25])=[O:12] |f:1.2|. Reported procedure: A solution of 3.5 g of 2-methoxyhydroquinone in 35 ml of methanol is stirred with 3.0 g of sodium methoxide for thirty minutes. 12.3 g of methyl 5-bromo-2,2-dimethylpentanoate is added and the mixture is refluxed for 24 hours. Methanol is removed under reduced pressure and the residue is poured into water. An oil separates, which is extracted with ether and the ether extract is washed with water, dried over anhydrous magnesium sulfate and the ether is evaporated. The residue is purified by disti...